From a dataset of the Open Reaction Database (ORD), a public repository of structured organic reaction records. describe an organic reaction: reactants, conditions, products, and yield Reactants: C(C1=CC=CC=C1)OCCC(NC(C1=CC=CC=C1)(C1=CC=CC=C1)C1=CC=CC=C1)C(NCCNC(C1=CC=CC=C1)(C1=CC=CC=C1)C1=CC=CC=C1)=O (2-(2-Benzyloxyethyl)-3-oxo-1,7-bis(triphenylmethyl)-1,4,7-triazaheptane), Cl (hydrochloric acid). The solvent is CO (methanol). Yields the product Cl.NC(CNCCN)CCOCC1=CC=CC=C1 (1,5-Diamino-1-(2-benzyloxy-ethyl)-3-aza-pentane hydrochloride). Reaction SMILES: [CH2:1]([O:8][CH2:9][CH2:10][CH:11]([C:32](=O)[NH:33][CH2:34][CH2:35][NH:36]C(C1C=CC=CC=1)(C1C=CC=CC=1)C1C=CC=CC=1)[NH:12]C(C1C=CC=CC=1)(C1C=CC=CC=1)C1C=CC=CC=1)[C:2]1[CH:7]=[CH:6][CH:5]=[CH:4][CH:3]=1.[ClH:57]>CO>[ClH:57].[NH2:12][CH:11]([CH2:10][CH2:9][O:8][CH2:1][C:2]1[CH:3]=[CH:4][CH:5]=[CH:6][CH:7]=1)[CH2:32][NH:33][CH2:34][CH2:35][NH2:36] |f:3.4|. Procedure details: 2-(2-Benzyloxyethyl)-3-oxo-1,7-bis(triphenylmethyl)-1,4,7-triazaheptane is reacted in a manner analogous to the reaction of step (c) of Example 9 up to the point where the purified product is taken up in methanol and conc. hydrochloric acid is added. From this point the method described by M. Bessodes et al., Tetr. Lett., (1986) 579 to remove the triphenylmethyl protecting groups is employed: the product is taken up in a mixture of formic acid and diethylether and refluxed for several hours. Aft...